describe an organic reaction: reactants, conditions, products, and yield From a dataset of the Open Reaction Database (ORD), a public repository of structured organic reaction records. Solvent: CCO (EtOH). Reaction SMILES: [Br:1][C:2]1[CH:3]=[C:4]2[C:9](=[CH:10][CH:11]=1)[CH2:8][C:7](=O)[CH2:6][CH2:5]2.[C-:13]#[N:14].[Na+].[C:16](=[O:19])([O-])[O-].[NH4+:20].[NH4+].[OH2:22]>CCO>[Br:1][C:2]1[CH:3]=[C:4]2[C:9](=[CH:10][CH:11]=1)[CH2:8][C:7]1([C:13](=[O:22])[NH:14][C:16](=[O:19])[NH:20]1)[CH2:6][CH2:5]2 |f:1.2,3.4.5|. The reactants are BrC=1C=C2CCC(CC2=CC1)=O (6-bromo-2-tetralone), [C-]#N.[Na+] (sodium cyanide), C([O-])([O-])=O.[NH4+].[NH4+] (ammonium carbonate), O (H2O). The product is BrC=1C=C2CCC3(CC2=CC1)NC(NC3=O)=O ((±)-6′-Bromo-3′,4′-dihydro-1′H-spiro[imidazolidine-4,2′-naphthalene]-2,5-dione). Reported procedure: A stirred mixture of 6-bromo-2-tetralone (17.6 g, 78.2 mmol), sodium cyanide (9.58 g, 195 mmol), and ammonium carbonate (97.7 g, 1.02 mol) in H2O (100 mL) and EtOH (100 mL) was heated to 70° C. for 3 h, then allowed to cool to ambient temperature. The precipitate was collected by filtration and washed with H2O (5×200 mL). Drying in vacuo afforded the title compound as a pale solid. MS: m/z=297 (M+1). Reaction conditions: temperature 70 celsius. Reactants: OCCCC1=C(C#N)C=CC=C1 (2-(3-hydroxypropyl)benzonitrile), [H-].[Na+] (Sodium hydride), C(C1=CC=CC=C1)Br (benzyl bromide). Run in O (water), CN(C)C=O (DMF). Reaction conditions: time 1 hour. The product is C(C1=CC=CC=C1)OCCCC1=C(C#N)C=CC=C1 (2-(3-(Benzyloxy)propyl)benzonitrile). Reaction SMILES: [OH:1][CH2:2][CH2:3][CH2:4][C:5]1[CH:12]=[CH:11][CH:10]=[CH:9][C:6]=1[C:7]#[N:8].[H-].[Na+].[CH2:15](Br)[C:16]1[CH:21]=[CH:20][CH:19]=[CH:18][CH:17]=1>CN(C=O)C.O>[CH2:15]([O:1][CH2:2][CH2:3][CH2:4][C:5]1[CH:12]=[CH:11][CH:10]=[CH:9][C:6]=1[C:7]#[N:8])[C:16]1[CH:21]=[CH:20][CH:19]=[CH:18][CH:17]=1 |f:1.2|. Procedure: A solution of 2-(3-hydroxypropyl)benzonitrile (Example 323c, 3.83 g) in DMF (40 mL) under nitrogen was treated with 60% Sodium hydride (1.140 g) and stirred at room temperature for 1 h before adding benzyl bromide (2.83 mL). The resulting solution was stirred at 20° C. for 60 h. The reaction mixture was diluted with water (200 mL), and extracted with ethyl acetate (200 mL). The organic was dried (MgSO4), filtered and evaporated. The residue was purified (SiO2 chromatography eluting with 30% diet...